This data is from the Open Reaction Database (ORD), a public repository of structured organic reaction records. The task is: describe an organic reaction: reactants, conditions, products, and yield The reactants are CC=1NC(=C(C(C1C(=O)OCC)C1=C(C=CC=C1)[N+](=O)[O-])C(=O)OCC)CC=O (diethyl 2-methyl-4-(2-nitrophenyl)-6-formylmethyl-1,4-dihydropyridine-3,5-dicarboxylate), Cl.NO (hydroxylamine hydrochloride), C(C)(=O)[O-].[Na+] (sodium acetate), C(C)(=O)[O-] (acetate). The solvent is C(C)(=O)OC(C)=O (acetic anhydride). Product: CC=1NC(=C(C(C1C(=O)OCC)C1=C(C=CC=C1)[N+](=O)[O-])C(=O)OCC)CC#N (diethyl 2-methyl-4-(2-nitrophenyl)-6-cyanomethyl-1,4-dihydropyridine-3,5-dicarboxylate). As a reaction SMILES: C[C:2]1[NH:3][C:4]([CH2:27][CH:28]=O)=[C:5]([C:22]([O:24][CH2:25][CH3:26])=[O:23])[CH:6]([C:13]2[CH:18]=[CH:17][CH:16]=[CH:15][C:14]=2[N+:19]([O-:21])=[O:20])[C:7]=1C(OCC)=O.Cl.[NH2:31]O.[C:33]([O-:36])(=[O:35])[CH3:34].[Na+].[C:38]([O-])(=O)[CH3:39]>C(OC(=O)C)(=O)C>[CH3:7][C:2]1[NH:3][C:4]([CH2:27][C:28]#[N:31])=[C:5]([C:22]([O:24][CH2:25][CH3:26])=[O:23])[CH:6]([C:13]2[CH:18]=[CH:17][CH:16]=[CH:15][C:14]=2[N+:19]([O-:21])=[O:20])[C:34]=1[C:33]([O:36][CH2:38][CH3:39])=[O:35] |f:1.2,3.4|. Procedure details: Starting from a mixture of diethyl 2-methyl-4-(2-nitrophenyl)-6-formylmethyl-1,4-dihydropyridine-3,5-dicarboxylate, hydroxylamine hydrochloride and sodium acetate in acetate acid and acetic anhydride, was obtained an oil of diethyl 2-methyl-4-(2-nitrophenyl)-6-cyanomethyl-1,4-dihydropyridine-3,5-dicarboxylate, by applying an essentially similar manner to that of Example 4-2). Reactants: BrCC(=O)OCC (ethyl bromoacetate), [Cl-].N(=[N+]=[N-])C1=CC=C(C=C1)[NH3+] (4-azido-phenyl-ammonium chloride), CCN(C(C)C)C(C)C (DIPEA), SC1=C(C(=O)O)C=CC=N1 (2-mercaptonicotinic acid), CCOC1C=CC2=CC=CC=C2N1C(=O)OCC (EEDQ), C([O-])([O-])=O.[Cs+].[Cs+] (cesium carbonate). Solvent: CN(C)C=O (DMF), O (water), hexanes, C(C)(=O)OCC (ethyl acetate), C(C)(=O)OCC (ethyl acetate), CN(C)C=O (DMF). Conditions: time 10 minute. Product: C(C)OC(CSC1=NC=C(C=C1)C(NC1=CC=C(C=C1)N=[N+]=[N-])=O)=O ([5-(4-azido-phenylcarbamoyl)pyridin-2-ylsulfanyl]acetic acid ethyl ester). As a reaction SMILES: [SH:1][C:2]1[N:10]=[CH:9]C=C[C:3]=1C(O)=O.CC[O:13][CH:14]1[N:23](C(OCC)=O)[C:22]2[C:17](=[CH:18][CH:19]=[CH:20][CH:21]=2)[CH:16]=[CH:15]1.[Cl-].[N:30](C1C=CC([NH3+])=CC=1)=[N+:31]=[N-:32].CCN(C(C)C)C(C)C.Br[CH2:50][C:51]([O:53][CH2:54][CH3:55])=[O:52].C(=O)([O-])[O-].[Cs+].[Cs+]>CN(C=O)C.C(OCC)(=O)C.O>[CH2:54]([O:53][C:51](=[O:52])[CH2:50][S:1][C:2]1[CH:3]=[CH:16][C:15]([C:14](=[O:13])[NH:23][C:22]2[CH:21]=[CH:20][C:19]([N:32]=[N+:31]=[N-:30])=[CH:18][CH:17]=2)=[CH:9][N:10]=1)[CH3:55] |f:2.3,6.7.8|. Reported procedure: To a mixture of 2-mercaptonicotinic acid (100 mg, 0.65 mmol) in DMF (5 mL) was added EEDQ (207 mg, 0.84 mmol). The resulting mixture was stirred for 10 minutes, followed by the addition of a premixed solution of 4-azido-phenyl-ammonium chloride (219 mg, 1.29 mmol) and DIPEA (224 μL, 1.29 mmol) in DMF (2 mL). The mixture was allowed to stir for 15 h and was poured into ethyl acetate. The resulting solution was washed with 0.1N hydrochloric acid, water and brine. The organic phase was dried over m... Starting materials: O=C([O-])O, CCOC(C)=O, COc1ccc([N+](=O)[O-])cc1OCCCCl, [Na+], O, O, Cl[Sn]Cl. As a reaction SMILES: [C:22](=[O:23])([OH:24])[O-:25].[CH3:27][CH2:28][O:29][C:30](=[O:31])[CH3:32].[Cl:1][CH2:2][CH2:3][CH2:4][O:5][c:6]1[c:7]([O:15][CH3:16])[cH:8][cH:9][c:10]([N+:12]([O-:13])=[O:14])[cH:11]1.[Na+:26].[OH2:17].[OH2:18].[Sn:19]([Cl:20])[Cl:21]>>[Cl:1][CH2:2][CH2:3][CH2:4][O:5][c:6]1[c:7]([O:15][CH3:16])[cH:8][cH:9][c:10]([NH2:12])[cH:11]1. The product is COc1ccc(N)cc1OCCCCl. The reactants are BrC=1OC(=CC1)C=O (2-bromo-5-furaldehyde), COC1=CC=C(C=C1)S (4-methoxybenzenethiol), C([O-])([O-])=O.[K+].[K+] (potassium carbonate). Solvent: CC(=O)C (acetone). Reaction conditions: time 19 hour. The product is COC1=CC=C(C=C1)SC=1OC(=CC1)C=O (2-(4-Methoxyphenylthio)-5-furaldehyde). Yield: 91.5%. RXN SMILES: Br[C:2]1[O:3][C:4]([CH:7]=[O:8])=[CH:5][CH:6]=1.[CH3:9][O:10][C:11]1[CH:16]=[CH:15][C:14]([SH:17])=[CH:13][CH:12]=1.C(=O)([O-])[O-].[K+].[K+]>CC(C)=O>[CH3:9][O:10][C:11]1[CH:16]=[CH:15][C:14]([S:17][C:2]2[O:3][C:4]([CH:7]=[O:8])=[CH:5][CH:6]=2)=[CH:13][CH:12]=1 |f:2.3.4|. Procedure details: To a solution of 2-bromo-5-furaldehyde (20.0 g, 114.29 mmol) in acetone (200 mL) was added 4-methoxybenzenethiol (15.5 mL, 125.75 mmol) and potassium carbonate (20 g). The reaction mixture was stirred at room temperature for 19 hours, and then filtered and concentrated on a rotary evaporator. The solid obtained was recrystallized from hexanes (300 mL) and ethyl acetate (50 mL) to give yellowish crystals (24.50 g). Reactants: FC1=CC(=C(N)C=C1F)[N+](=O)[O-] (4,5-difluoro-2-nitroaniline), COCCCO (3-methoxy-1-propanol), [H-].[Na+] (sodium hydride), petroleum jelly, O (water). Solvent: O1CCCC1 (tetrahydrofuran), O1CCCC1 (tetrahydrofuran). Run at temperature 0 celsius, time 15 minute. The product is FC1=CC(=C(C=C1OCCCOC)N)[N+](=O)[O-] (4-fluoro-5-(3-methoxypropoxy)-2-nitrophenylamine). Yield: 47.5%. Reaction SMILES: [CH3:1][O:2][CH2:3][CH2:4][CH2:5][OH:6].[H-].[Na+].[F:9][C:10]1[C:16](F)=[CH:15][C:13]([NH2:14])=[C:12]([N+:18]([O-:20])=[O:19])[CH:11]=1.O>O1CCCC1>[F:9][C:10]1[C:16]([O:6][CH2:5][CH2:4][CH2:3][O:2][CH3:1])=[CH:15][C:13]([NH2:14])=[C:12]([N+:18]([O-:20])=[O:19])[CH:11]=1 |f:1.2|. Reported procedure: In a 250 ml three-necked flask under an argon atmosphere, 1 g of 3-methoxy-1-propanol in 20 ml of tetrahydrofuran are cooled to 0° C. using an ice bath and then 450 mg of sodium hydride at 50% in liquid petroleum jelly are introduced in fractions. After stirring for 15 minutes at 0° C., add, over 5 minutes, a solution of 1.5 g of 4,5-difluoro-2-nitroaniline in 20 ml of tetrahydrofuran and then heat in the region of 70° C. for 1 hour 30 minutes. The reaction mixture is poured into 200 ml of water... The reactants are CN(/C=C/C(=O)C1=NN(C=CC1=O)C1=CC=C(C=C1)OC(F)(F)F)C (3-((E)-3-Dimethylamino-acryloyl)-1-(4-trifluoromethoxy-phenyl)-1H-pyridazin-4-one), CS(=O)(=O)C=1C=C(C=CC1)NN ((3-methanesulfonyl-phenyl)-hydrazine). Yields the product CS(=O)(=O)C=1C=C(C=CC1)N1N=CC=C1C1=NN(C=CC1=O)C1=CC=C(C=C1)OC(F)(F)F (3-[2-(3-Methanesulfonyl-phenyl)-2H-pyrazol-3-yl]-1-(4-trifluoromethoxy-phenyl)-1H-pyridazin-4-one). As a reaction SMILES: C[N:2](C)/[CH:3]=[CH:4]/[C:5]([C:7]1[C:12](=[O:13])[CH:11]=[CH:10][N:9]([C:14]2[CH:19]=[CH:18][C:17]([O:20][C:21]([F:24])([F:23])[F:22])=[CH:16][CH:15]=2)[N:8]=1)=O.[CH3:26][S:27]([C:30]1[CH:31]=[C:32]([NH:36]N)[CH:33]=[CH:34][CH:35]=1)(=[O:29])=[O:28]>>[CH3:26][S:27]([C:30]1[CH:31]=[C:32]([N:36]2[C:5]([C:7]3[C:12](=[O:13])[CH:11]=[CH:10][N:9]([C:14]4[CH:19]=[CH:18][C:17]([O:20][C:21]([F:23])([F:24])[F:22])=[CH:16][CH:15]=4)[N:8]=3)=[CH:4][CH:3]=[N:2]2)[CH:33]=[CH:34][CH:35]=1)(=[O:28])=[O:29]. Procedure details: The product was obtained starting from 3-((E)-3-Dimethylamino-acryloyl)-1-(4-trifluoromethoxy-phenyl)-1H-pyridazin-4-one (A-8) and (3-methanesulfonyl-phenyl)-hydrazine according to the method described for example 91. MS: M=477.0 (M+H)+ Starting materials: C(C1=CC=CC=C1)(=O)NC1=C2N=CN(C2=NC=N1)C[C@H](COC(C1=CC=CC=C1)(C1=CC=C(C=C1)OC)C1=CC=C(C=C1)OC)[C@@H](C)O ((2R,3R)-2-((6-Benzamido-9H-purin-9-yl)methyl)-1-(bis(4-methoxyphenyl)(phenyl)methoxy)butan-3-ol), N1N=NN=[C-]1.C(C)(C)[NH2+]C(C)C (diisopropylammonium tetrazolide), C(C)(C)N(P(OCCC#N)N(C(C)C)C(C)C)C(C)C (2-cyanoethyl N,N,N′,N′-tetraisopropylphosphordiamidite), C(C)(C)N(P(OCCC#N)N(C(C)C)C(C)C)C(C)C (2-cyanoethyl N,N,N′,N′-tetraisopropylphosphordiamidite). Run in ClCCl (dichloromethane). Reaction conditions: time 20 hour. Yields the product C(C)(C)N(P(O[C@@H]([C@@H](COC(C1=CC=CC=C1)(C1=CC=C(C=C1)OC)C1=CC=C(C=C1)OC)CN1C2=NC=NC(=C2N=C1)NC(C1=CC=CC=C1)=O)C)OCCC#N)C(C)C ((2R,3R)-1-(Bis(4-methoxyphenyl)(phenyl)methoxy)-2-((6-benzamido-9H-purin-9-yl)methyl)butan-3-yl 2-cyanoethyl N,N-diisopropylphosphoramidite). The yield is 93.1%. RXN SMILES: [C:1]([NH:9][C:10]1[N:18]=[CH:17][N:16]=[C:15]2[C:11]=1[N:12]=[CH:13][N:14]2[CH2:19][C@@H:20]([C@H:46]([OH:48])[CH3:47])[CH2:21][O:22][C:23]([C:38]1[CH:43]=[CH:42][C:41]([O:44][CH3:45])=[CH:40][CH:39]=1)([C:30]1[CH:35]=[CH:34][C:33]([O:36][CH3:37])=[CH:32][CH:31]=1)[C:24]1[CH:29]=[CH:28][CH:27]=[CH:26][CH:25]=1)(=[O:8])[C:2]1[CH:7]=[CH:6][CH:5]=[CH:4][CH:3]=1.N1[C-]=NN=N1.C([NH2+]C(C)C)(C)C.[CH:61]([N:64]([CH:78]([CH3:80])[CH3:79])[P:65](N(C(C)C)C(C)C)[O:66][CH2:67][CH2:68][C:69]#[N:70])([CH3:63])[CH3:62]>ClCCl>[CH:78]([N:64]([CH:61]([CH3:63])[CH3:62])[P:65]([O:66][CH2:67][CH2:68][C:69]#[N:70])[O:48][C@H:46]([CH3:47])[C@H:20]([CH2:19][N:14]1[CH:13]=[N:12][C:11]2[C:15]1=[N:16][CH:17]=[N:18][C:10]=2[NH:9][C:1](=[O:8])[C:2]1[CH:7]=[CH:6][CH:5]=[CH:4][CH:3]=1)[CH2:21][O:22][C:23]([C:38]1[CH:39]=[CH:40][C:41]([O:44][CH3:45])=[CH:42][CH:43]=1)([C:30]1[CH:31]=[CH:32][C:33]([O:36][CH3:37])=[CH:34][CH:35]=1)[C:24]1[CH:29]=[CH:28][CH:27]=[CH:26][CH:25]=1)([CH3:80])[CH3:79] |f:1.2|. Reported procedure: To a stirred solution of 14 (0.9 g, 1.4 mmol) in 20 ml of anhydrous dichloromethane was added diisopropylammonium tetrazolide (0.25 g) followed by 0.5 g (1.66 mmol) of 2-cyanoethyl N,N,N′,N′-tetraisopropylphosphordiamidite. In about 5 hrs another 0.04 g of 2-cyanoethyl N,N,N′,N′-tetraisopropylphosphordiamidite was added. The reaction was allowed to proceed for total 20 hrs and then concentrated. The resultant semi-solid was portioned between ethyl acetate and saturated NaHCO3. The organic phase ...